This data is from the Open Reaction Database (ORD), a public repository of structured organic reaction records. The task is: describe an organic reaction: reactants, conditions, products, and yield RXN SMILES: [CH3:13][O:14][S:15]([O:16][CH3:17])(=[O:18])=[O:19].[Na+:12].[OH-:11].[OH2:20].[OH:1][CH:2]=[CH:3][CH2:4][c:5]1[cH:6][cH:7][cH:8][cH:9][cH:10]1>>[O:1]([CH:2]=[CH:3][CH2:4][c:5]1[cH:6][cH:7][cH:8][cH:9][cH:10]1)[CH3:13]. Reactants: COS(=O)(=O)OC, [Na+], [OH-], O, OC=CCc1ccccc1. The product is COC=CCc1ccccc1. The reactants are CCCCc1cc(C(F)(F)F)cc(CCCC)c1C=CC(=O)O, Cl, CC(N)c1cc(F)c(NS(C)(=O)=O)c(F)c1. Product: CCCCc1cc(C(F)(F)F)cc(CCCC)c1C=CC(=O)NC(C)c1cc(F)c(NS(C)(=O)=O)c(F)c1. RXN SMILES: [CH2:18]([CH2:19][CH2:20][CH3:21])[c:22]1[c:23]([CH:36]=[CH:37][C:38](=[O:39])[OH:40])[c:24]([CH2:32][CH2:33][CH2:34][CH3:35])[cH:25][c:26]([C:28]([F:29])([F:30])[F:31])[cH:27]1.[ClH:17].[NH2:1][CH:2]([CH3:3])[c:4]1[cH:5][c:6]([F:16])[c:7]([NH:11][S:12](=[O:13])(=[O:14])[CH3:15])[c:8]([F:10])[cH:9]1>>[NH:1]([CH:2]([CH3:3])[c:4]1[cH:5][c:6]([F:16])[c:7]([NH:11][S:12](=[O:13])(=[O:14])[CH3:15])[c:8]([F:10])[cH:9]1)[C:38]([CH:37]=[CH:36][c:23]1[c:22]([CH2:18][CH2:19][CH2:20][CH3:21])[cH:27][c:26]([C:28]([F:29])([F:30])[F:31])[cH:25][c:24]1[CH2:32][CH2:33][CH2:34][CH3:35])=[O:39]. The reactants are COC(=O)c1ccc(N(C)CCc2c(CCN=[N+]=[N-])n(C(c3ccccc3)c3ccccc3)c3ccc(Cl)cc23)cc1, CO, ClCCl. Product: COC(=O)c1ccc(N(C)CCc2c(CCN)n(C(c3ccccc3)c3ccccc3)c3ccc(Cl)cc23)cc1. RXN SMILES: [CH3:1][O:2][C:3]([c:4]1[cH:5][cH:6][c:7]([N:10]([CH3:11])[CH2:12][CH2:13][c:14]2[c:15]([CH2:37][CH2:38][N:39]=[N+:40]=[N-:41])[n:16]([CH:24]([c:25]3[cH:26][cH:27][cH:28][cH:29][cH:30]3)[c:31]3[cH:32][cH:33][cH:34][cH:35][cH:36]3)[c:17]3[cH:18][cH:19][c:20]([Cl:23])[cH:21][c:22]23)[cH:8][cH:9]1)=[O:42].[CH3:46][OH:47].[Cl:43][CH2:44][Cl:45]>>[CH3:1][O:2][C:3]([c:4]1[cH:5][cH:6][c:7]([N:10]([CH3:11])[CH2:12][CH2:13][c:14]2[c:15]([CH2:37][CH2:38][NH2:39])[n:16]([CH:24]([c:25]3[cH:26][cH:27][cH:28][cH:29][cH:30]3)[c:31]3[cH:32][cH:33][cH:34][cH:35][cH:36]3)[c:17]3[cH:18][cH:19][c:20]([Cl:23])[cH:21][c:22]23)[cH:8][cH:9]1)=[O:42]. Yields the product ClC1=CC(=C(C=C1F)NS(=O)(=O)C=1SC2=C(C1)C=CC=C2)NS(=O)(=O)C=2SC1=C(C2)C=CC=C1 (N,N′-(4-chloro-5-fluoro-1,2-phenylene)bis(1-benzothiophene-2-sulfonamide)). The reactants are ClC=1C=C(C(=CC1F)N)N (4-chloro-5-fluoro-benzene-1,2-diamine), S1C2=C(C=C1S(=O)(=O)Cl)C=CC=C2 (Benzo[b]thiophene-2-sulfonyl chloride). Reaction SMILES: [Cl:1][C:2]1[CH:3]=[C:4]([NH2:10])[C:5]([NH2:9])=[CH:6][C:7]=1[F:8].[S:11]1[C:15]([S:16](Cl)(=[O:18])=[O:17])=[CH:14][C:13]2[CH:20]=[CH:21][CH:22]=[CH:23][C:12]1=2>>[Cl:1][C:2]1[C:7]([F:8])=[CH:6][C:5]([NH:9][S:16]([C:15]2[S:11][C:12]3[CH:23]=[CH:22][CH:21]=[CH:20][C:13]=3[CH:14]=2)(=[O:18])=[O:17])=[C:4]([NH:10][S:16]([C:15]2[S:11][C:12]3[CH:23]=[CH:22][CH:21]=[CH:20][C:13]=3[CH:14]=2)(=[O:17])=[O:18])[CH:3]=1. Isolated yield 59.2%. Procedure details: N,N′-(4-chloro-5-fluoro-1,2-phenylene)bis(1-benzothiophene-2-sulfonamide) (0.108 g) was prepared by using 4-chloro-5-fluoro-benzene-1,2-diamine (0.054 g, 0.33 mmol) and Benzo[b]thiophene-2-sulfonyl chloride (0.157 g, 0.67 mmol), following the procedure as in Example 32.